From a dataset of the Open Reaction Database (ORD), a public repository of structured organic reaction records. describe an organic reaction: reactants, conditions, products, and yield Reagents/catalysts: Cl[Pd]([P](C1=CC=CC=C1)(C2=CC=CC=C2)C3=CC=CC=C3)([P](C4=CC=CC=C4)(C5=CC=CC=C5)C6=CC=CC=C6)Cl (Pd(PPh3)2Cl2). The product is ClC(OC1=CC=C(C=C1)NC(C1=CC(=C(C=C1)N1C[C@@H]([C@H](C1)O)O)C=1C=NC=NC1)=O)(F)F (N-(4-(Chlorodifluoromethoxy)phenyl)-4-((3S,4S)-3,4-dihydroxypyrrolidin-1-yl)-3-(pyrimidin-5-yl)benzamide). Reported procedure: 3-Bromo-N-(4-(chlorodifluoromethoxy)phenyl)-4-((3S,4S)-3,4-dihydroxypyrrolidin-1-yl)benzamide (Stage 244.1, 80 mg, 0.167 mmol), pyrimidin-5-ylboronic acid (41.5 mg, 0.335 mmol), Pd(PPh3)2Cl2 (11.76 mg, 0.017 mmol) and Na2CO3 (71.0 mg, 0.670 mmol) were added to a MW vial and treated with a mixture of DME (710 μL), water (203 μL) and EtOH (101 μL). The vial was sealed, evacuated/purged with argon and subjected to MW irradiation at 125° C. for 10 min, diluted with MeOH (1 mL) and DCM (2 mL), treate... Reactants: COCCOC (DME), Si-Thiol, BrC=1C=C(C(=O)NC2=CC=C(C=C2)OC(F)(F)Cl)C=CC1N1C[C@@H]([C@H](C1)O)O (3-Bromo-N-(4-(chlorodifluoromethoxy)phenyl)-4-((3S,4S)-3,4-dihydroxypyrrolidin-1-yl)benzamide), N1=CN=CC(=C1)B(O)O (pyrimidin-5-ylboronic acid), C(=O)([O-])[O-].[Na+].[Na+] (Na2CO3). As a reaction SMILES: Br[C:2]1[CH:3]=[C:4]([CH:19]=[CH:20][C:21]=1[N:22]1[CH2:26][C@H:25]([OH:27])[C@@H:24]([OH:28])[CH2:23]1)[C:5]([NH:7][C:8]1[CH:13]=[CH:12][C:11]([O:14][C:15]([Cl:18])([F:17])[F:16])=[CH:10][CH:9]=1)=[O:6].[N:29]1[CH:34]=[C:33](B(O)O)[CH:32]=[N:31][CH:30]=1.C([O-])([O-])=O.[Na+].[Na+].COCCOC>Cl[Pd](Cl)([P](C1C=CC=CC=1)(C1C=CC=CC=1)C1C=CC=CC=1)[P](C1C=CC=CC=1)(C1C=CC=CC=1)C1C=CC=CC=1.CCO.O>[Cl:18][C:15]([F:17])([F:16])[O:14][C:11]1[CH:12]=[CH:13][C:8]([NH:7][C:5](=[O:6])[C:4]2[CH:19]=[CH:20][C:21]([N:22]3[CH2:26][C@H:25]([OH:27])[C@@H:24]([OH:28])[CH2:23]3)=[C:2]([C:33]3[CH:34]=[N:29][CH:30]=[N:31][CH:32]=3)[CH:3]=2)=[CH:9][CH:10]=1 |f:2.3.4,^1:52,71|. Run in CCO (EtOH), O (water). The reactants are [N+](=O)([O-])C1=C2C(CNC2=CC=C1)CCC(=O)OCC ((±)-Ethyl 3-(4-nitro-2,3-dihydro-1H-indol-3-yl)propanoate), C([O-])([O-])=O.[Na+].[Na+] (sodium carbonate), [I-].[K+] (potassium iodide), BrCC(=O)OC(C)(C)C (tert-butyl bromoacetate). Run in CC(=O)C (acetone). Yields the product C(C)(C)(C)OC(CN1CC(C2=C(C=CC=C12)[N+](=O)[O-])CCC(=O)OCC)=O ((±)-Ethyl 3-[1-(2-tert-butoxy-2-oxoethyl)-4-nitro-2,3-dihydro-1H-indol-3-yl]propanoate). Reaction SMILES: [N+:1]([C:4]1[CH:12]=[CH:11][CH:10]=[C:9]2[C:5]=1[CH:6]([CH2:13][CH2:14][C:15]([O:17][CH2:18][CH3:19])=[O:16])[CH2:7][NH:8]2)([O-:3])=[O:2].C(=O)([O-])[O-].[Na+].[Na+].[I-].[K+].Br[CH2:29][C:30]([O:32][C:33]([CH3:36])([CH3:35])[CH3:34])=[O:31]>CC(C)=O>[C:33]([O:32][C:30](=[O:31])[CH2:29][N:8]1[C:9]2[C:5](=[C:4]([N+:1]([O-:3])=[O:2])[CH:12]=[CH:11][CH:10]=2)[CH:6]([CH2:13][CH2:14][C:15]([O:17][CH2:18][CH3:19])=[O:16])[CH2:7]1)([CH3:36])([CH3:35])[CH3:34] |f:1.2.3,4.5|. Procedure details: To a solution of (±)-ethyl 3-(4-nitro-2,3-dihydro-1H-indol-3-yl)propanoate from Step A (980 mg, 3.71 mmol), sodium carbonate (590 mg, 5.56 mmol), and potassium iodide (123 mg, 0.74 mmol) in acetone (10 mL) was added tert-butyl bromoacetate (16.4 mL, 111 mmol). The mixture was heated at reflux for 18 h, then cooled to ambient temperature and concentrated in vacuo. The residue was partitioned between H2O (30 mL) and EtOAc (2×60 mL) and the organic extracts were dried over Na2SO4, filtered, and con... Starting materials: C1(=CC=CC=C1)P(=O)(C=1C=CC=C2C=CC(NC12)C1=CC=CC=C1)C1=CC=CC=C1 (8-Diphenylphosphinoyl-2-phenyl-1,2-dihydroquinoline). Reagents/catalysts: [Pd] (Pd/C). The solvent is CCOC(=O)C (EtOAc). Conditions: time 8 hour. Product: C1(=CC=CC=C1)P(=O)(C=1C=CC=C2C=CC(=NC12)C1=CC=CC=C1)C1=CC=CC=C1 (8-Diphenylphosphinoyl-2-phenyl-quinoline). Yield: 99.5%. Reaction SMILES: [C:1]1([P:7]([C:25]2[CH:30]=[CH:29][CH:28]=[CH:27][CH:26]=2)([C:9]2[CH:10]=[CH:11][CH:12]=[C:13]3[C:18]=2[NH:17][CH:16]([C:19]2[CH:24]=[CH:23][CH:22]=[CH:21][CH:20]=2)[CH:15]=[CH:14]3)=[O:8])[CH:6]=[CH:5][CH:4]=[CH:3][CH:2]=1>CCOC(C)=O.[Pd]>[C:25]1([P:7]([C:1]2[CH:2]=[CH:3][CH:4]=[CH:5][CH:6]=2)([C:9]2[CH:10]=[CH:11][CH:12]=[C:13]3[C:18]=2[N:17]=[C:16]([C:19]2[CH:20]=[CH:21][CH:22]=[CH:23][CH:24]=2)[CH:15]=[CH:14]3)=[O:8])[CH:26]=[CH:27][CH:28]=[CH:29][CH:30]=1. Procedure details: To a stirred solution of 8-diphenylphosphinoyl-2-phenyl-1,2-dihydroquinoline (8) (1.2 g, 2.95 mmol) in EtOAc (40 mL) was added Pd/C (1.2 g, 100 wt %) and the suspension was stirred overnight at room temperature. The mixture was then filtered over celite and evaporated to give 9 (1.19 g) quantitatively as a white solid. 1H NMR (400.13 MHz, CDCl3) δ 8.63 (dd, 1H, J=14.0, 7.2 Hz, C7—H), 8.16 (dd, 1H, J=8.8, 1.2 Hz, C5—H), 7.86 (1H, d, J=8.4 Hz, C3—H), 7.91 (dd, 4H, J=12.4, 7.2 Hz, Ph-H), 7.81 (dd, ... Starting materials: C(C)(C)(C)OC(=O)NC(CC(=O)O)C(=O)O (N-(tert-butoxycarbonyl)-DL-aspartic acid), Cl.CN(CCCN=C=NCC)C (1-(3-dimethylaminopropyl)-3-ethylcarbodiimide hydrochloride). The solvent is C(Cl)Cl (DCM). Conditions: time 8 hour. Product: C(C)(C)(C)OC(NC1C(OC(C1)=O)=O)=O ((2.5-dioxo-tetrahydro-furan-3-yl)-carbamic acid tert-butyl ester). RXN SMILES: [C:1]([O:5][C:6]([NH:8][CH:9]([C:14]([OH:16])=[O:15])[CH2:10][C:11]([OH:13])=O)=[O:7])([CH3:4])([CH3:3])[CH3:2].Cl.CN(C)CCCN=C=NCC>C(Cl)Cl>[C:1]([O:5][C:6](=[O:7])[NH:8][CH:9]1[CH2:10][C:11](=[O:13])[O:16][C:14]1=[O:15])([CH3:2])([CH3:3])[CH3:4] |f:1.2|. Procedure details: A mixture of 1 g (4.29 mmol) of N-(tert-butoxycarbonyl)-DL-aspartic acid and 0.98 g (5.15 mmol) of 1-(3-dimethylaminopropyl)-3-ethylcarbodiimide hydrochloride (EDCI) in 100 mL of DCM, was stirred at room temperature overnight. The solution was extracted three times with 5% aq. NaHSO4, the organic extracts were dried over anh. sodium sulfate and the solvent evaporated under vacuum. In this way 750 mg of the title compound were recovered. 1H NMR (400 MHz, DMSO-D6) δ ppm 1.38 (s, 9 H) 2.78-2.90 (m,... The reactants are C[O-], CO, O=P(OC1=Nc2ccc(Cl)cc2C(c2ccccc2)=NC1)(N1CCOCC1)N1CCOCC1, [Na+]. Yields the product COC1=Nc2ccc(Cl)cc2C(c2ccccc2)=NC1. Reaction SMILES: [CH3:34][O-:35].[CH3:37][OH:38].[Cl:1][c:2]1[cH:3][cH:4][c:5]2[c:6]([cH:33]1)[C:7]([c:27]1[cH:28][cH:29][cH:30][cH:31][cH:32]1)=[N:8][CH2:9][C:10]([O:12][P:13]([N:14]1[CH2:15][CH2:16][O:17][CH2:18][CH2:19]1)([N:20]1[CH2:21][CH2:22][O:23][CH2:24][CH2:25]1)=[O:26])=[N:11]2.[Na+:36]>>[Cl:1][c:2]1[cH:3][cH:4][c:5]2[c:6]([cH:33]1)[C:7]([c:27]1[cH:28][cH:29][cH:30][cH:31][cH:32]1)=[N:8][CH2:9][C:10]([O:12][CH3:34])=[N:11]2.